Task: describe an organic reaction: reactants, conditions, products, and yield. Dataset: the Open Reaction Database (ORD), a public repository of structured organic reaction records The reactants are CC(C)(CO[Si](C)(C)C(C)(C)C)c1nnc2ccc(-c3c(-c4ccc(F)cc4F)nc4n3CCC4)nn12, CCCC[N+](CCCC)(CCCC)CCCC, C1CCOC1, [F-]. The product is CC(C)(CO)c1nnc2ccc(-c3c(-c4ccc(F)cc4F)nc4n3CCC4)nn12. RXN SMILES: [C:1]([Si:2]([CH3:3])([CH3:4])[O:6][CH2:7][C:8]([CH3:9])([CH3:10])[c:11]1[n:12][n:13][c:14]2[n:15]1[n:16][c:17](-[c:20]1[c:21](-[c:28]3[c:29]([F:35])[cH:30][c:31]([F:34])[cH:32][cH:33]3)[n:22][c:23]3[n:24]1[CH2:25][CH2:26][CH2:27]3)[cH:18][cH:19]2)([CH3:5])([CH3:36])[CH3:37].[CH2:39]([N+:40]([CH2:41][CH2:42][CH2:43][CH3:44])([CH2:45][CH2:46][CH2:47][CH3:48])[CH2:49][CH2:50][CH2:51][CH3:52])[CH2:53][CH2:54][CH3:55].[CH2:56]1[O:57][CH2:58][CH2:59][CH2:60]1.[F-:38]>>[OH:6][CH2:7][C:8]([CH3:9])([CH3:10])[c:11]1[n:12][n:13][c:14]2[n:15]1[n:16][c:17](-[c:20]1[c:21](-[c:28]3[c:29]([F:35])[cH:30][c:31]([F:34])[cH:32][cH:33]3)[n:22][c:23]3[n:24]1[CH2:25][CH2:26][CH2:27]3)[cH:18][cH:19]2. Starting materials: CCOCC, CC#N, ICC1CCOCC1, c1ccc(P(c2ccccc2)c2ccccc2)cc1. Yields the product c1ccc([P+](CC2CCOCC2)(c2ccccc2)c2ccccc2)cc1, [I-]. As a reaction SMILES: [CH3:28][CH2:29][O:30][CH2:31][CH3:32].[CH3:33][C:34]#[N:35].[I:1][CH2:2][CH:3]1[CH2:4][CH2:5][O:6][CH2:7][CH2:8]1.[c:9]1([P:15]([c:16]2[cH:17][cH:18][cH:19][cH:20][cH:21]2)[c:22]2[cH:23][cH:24][cH:25][cH:26][cH:27]2)[cH:10][cH:11][cH:12][cH:13][cH:14]1>>[CH2:2]([CH:3]1[CH2:4][CH2:5][O:6][CH2:7][CH2:8]1)[P+:15]([c:9]1[cH:10][cH:11][cH:12][cH:13][cH:14]1)([c:16]1[cH:17][cH:18][cH:19][cH:20][cH:21]1)[c:22]1[cH:23][cH:24][cH:25][cH:26][cH:27]1.[I-:1]. The reactants are C(C)(=O)OCC (ethyl acetate), C([O-])(O)=O.[Na+] (sodium bicarbonate), NC(=S)N (Thiourea), BrC=1C=C(C=CC1OC(C)C)C(C(=O)C)Br (1-(3-bromo-4-isopropoxyphenyl)-1-bromo acetone). The solvent is CO (methanol), CO (methanol). Run at temperature 40 celsius. The product is NC=1SC(=C(N1)C)C1=CC(=C(C=C1)OC(C)C)Br (2-Amino-5-(3-bromo-4-isopropoxyphenyl)-4-methylthiazole). The yield is 66.4%. As a reaction SMILES: [NH2:1][C:2]([NH2:4])=[S:3].[Br:5][C:6]1[CH:7]=[C:8]([CH:16](Br)[C:17]([CH3:19])=O)[CH:9]=[CH:10][C:11]=1[O:12][CH:13]([CH3:15])[CH3:14].C(OCC)(=O)C.C(=O)(O)[O-].[Na+]>CO>[NH2:1][C:2]1[S:3][C:16]([C:8]2[CH:9]=[CH:10][C:11]([O:12][CH:13]([CH3:14])[CH3:15])=[C:6]([Br:5])[CH:7]=2)=[C:17]([CH3:19])[N:4]=1 |f:3.4|. Procedure: Thiourea (65 mg, 0.857 in mol) was added to 1-(3-bromo-4-isopropoxyphenyl)-1-bromo acetone (200 mg, 0.571 mmol) in 0.5 mL of methanol and the mixture was heated to 40° C. The mixture was then heated to 80° C. And 1.0 mL of methanol was added to facilitate stirring. After refluxing 3 h, the reaction was transferred to a separatory funnel with 50 mL of ethyl acetate and 30 mL of saturate aqueous sodium bicarbonate, the layers were separated, and the organic layer was washed with 30 mL of brine. Dr... The reactants are C(C1=CC=CC=C1)N1CC(C(CC1)=O)C (1-benzyl-3-methyl-4-oxopiperidine), CI (methyl iodide). The solvent is CC(=O)C (acetone). Run at time 6 day. Product: [I-].C[N+]1(CC(C(CC1)=O)C)CC1=CC=CC=C1 (1-methyl-1-benzyl-3-methyl-4-oxopiperidinium iodide). As a reaction SMILES: [CH2:1]([N:8]1[CH2:13][CH2:12][C:11](=[O:14])[CH:10]([CH3:15])[CH2:9]1)[C:2]1[CH:7]=[CH:6][CH:5]=[CH:4][CH:3]=1.[CH3:16][I:17]>CC(C)=O>[I-:17].[CH3:16][N+:8]1([CH2:1][C:2]2[CH:3]=[CH:4][CH:5]=[CH:6][CH:7]=2)[CH2:13][CH2:12][C:11](=[O:14])[CH:10]([CH3:15])[CH2:9]1 |f:3.4|. Reported procedure: A mixture of 10 g of 1-benzyl-3-methyl-4-oxopiperidine and 8 mL of methyl iodide in 100 mL of acetone was stirred at 25° to 30° C. for 6 days then concentrated under reduced pressure to dryness. Drying under vacuum overnight gave 17 g of 1-methyl-1-benzyl-3-methyl-4-oxopiperidinium iodide as a beige foam.